Dataset: the Open Reaction Database (ORD), a public repository of structured organic reaction records. Task: describe an organic reaction: reactants, conditions, products, and yield Starting materials: C, CCN(CC)C1c2cc(N)c([N+](=O)[O-])cc2OC(C)(C)C1O, CCO, [Pd]. Yields the product CCN(CC)C1c2cc(N)c(N)cc2OC(C)(C)C1O. As a reaction SMILES: [C:26].[CH3:1][C:2]1([CH3:22])[CH:3]([OH:21])[CH:4]([N:16]([CH2:17][CH3:18])[CH2:19][CH3:20])[c:5]2[c:6]([cH:8][c:9]([N+:13]([O-:14])=[O:15])[c:10]([NH2:12])[cH:11]2)[O:7]1.[CH3:23][CH2:24][OH:25].[Pd:27]>>[CH3:1][C:2]1([CH3:22])[CH:3]([OH:21])[CH:4]([N:16]([CH2:17][CH3:18])[CH2:19][CH3:20])[c:5]2[c:6]([cH:8][c:9]([NH2:13])[c:10]([NH2:12])[cH:11]2)[O:7]1. The reactants are [C@H]12[C@H](NC[C@@H]2C1)CNC(=O)C=1C=CC=C2C1C=CO2 (benzofuran-4-carboxylic acid[(1S,2S,5R)-1-(3-aza-bicyclo[3.1.0]hex-2-yl)methyl]-amide), FC(C1=C(C(=O)O)C=CC=C1)(F)F (2-trifluoromethyl-benzoic acid). Yields the product FC(C1=C(C(=O)N2[C@@H]([C@H]3C[C@H]3C2)CNC(=O)C=2C=CC=C3C2C=CO3)C=CC=C1)(F)F (Benzofuran-4-carboxylic Acid[(1S,2S,5R)-3-(2-trifluoromethyl-benzoyl)-3-aza-bicyclo[3.1.0]hex-2-ylmethyl]-amide). RXN SMILES: [C@H:1]12[CH2:6][C@H:5]1[CH2:4][NH:3][C@@H:2]2[CH2:7][NH:8][C:9]([C:11]1[CH:12]=[CH:13][CH:14]=[C:15]2[O:19][CH:18]=[CH:17][C:16]=12)=[O:10].[F:20][C:21]([F:32])([F:31])[C:22]1[CH:30]=[CH:29][CH:28]=[CH:27][C:23]=1[C:24](O)=[O:25]>>[F:20][C:21]([F:31])([F:32])[C:22]1[CH:30]=[CH:29][CH:28]=[CH:27][C:23]=1[C:24]([N:3]1[CH2:4][C@H:5]2[C@H:1]([CH2:6]2)[C@H:2]1[CH2:7][NH:8][C:9]([C:11]1[CH:12]=[CH:13][CH:14]=[C:15]2[O:19][CH:18]=[CH:17][C:16]=12)=[O:10])=[O:25]. Reported procedure: prepared by reaction of benzofuran-4-carboxylic acid[(1S,2S,5R)-1-(3-aza-bicyclo[3.1.0]hex-2-yl)methyl]-amide with 2-trifluoromethyl-benzoic acid. Starting materials: COC(=O)C1=C(C2=CC3=CC=CC=C3N2N(C1=O)CC1=CC=C(C=C1)F)O (4-(4-fluoro-benzyl)-1-hydroxy-3-oxo-3,4-dihydro-4,4a-diaza-fluorene-2-carboxylic acid methyl ester), N[C@@H](C)C(=O)O (L-alanine), C[O-].[Na+] (NaOMe). Solvent: COCCO (2-methoxyethanol). Product: FC1=CC=C(CN2C(C(=C(C3=CC4=CC=CC=C4N23)O)C(=O)N[C@H](C(=O)O)C)=O)C=C1 (2-(S)-{[4-(4-Fluoro-benzyl)-1-hydroxy-3-oxo-3,4-dihydro-4,4a-diaza-fluorene-2-carbonyl]-amino}-propionic acid). Yield: 61.4%. As a reaction SMILES: CO[C:3]([C:5]1[C:17](=[O:18])[N:16]([CH2:19][C:20]2[CH:25]=[CH:24][C:23]([F:26])=[CH:22][CH:21]=2)[N:15]2[C:7](=[CH:8][C:9]3[C:14]2=[CH:13][CH:12]=[CH:11][CH:10]=3)[C:6]=1[OH:27])=[O:4].[NH2:28][C@H:29]([C:31]([OH:33])=[O:32])[CH3:30].C[O-].[Na+]>COCCO>[F:26][C:23]1[CH:22]=[CH:21][C:20]([CH2:19][N:16]2[N:15]3[C:7](=[CH:8][C:9]4[C:14]3=[CH:13][CH:12]=[CH:11][CH:10]=4)[C:6]([OH:27])=[C:5]([C:3]([NH:28][C@@H:29]([CH3:30])[C:31]([OH:33])=[O:32])=[O:4])[C:17]2=[O:18])=[CH:25][CH:24]=1 |f:2.3|. Procedure: A mixture of 4-(4-fluoro-benzyl)-1-hydroxy-3-oxo-3,4-dihydro-4,4a-diaza-fluorene-2-carboxylic acid methyl ester (110 mg), L-alanine (268 mg), NaOMe (146 mg) in 2-methoxyethanol (10 mL) was refluxed for 6 h; subsequently, the reaction was cooled and solvent was removed by rotovaping; the residue was dissolved in water and then acidified with 2 M HCl solution; the precipitates were collected via filtration, washed with water, dried, and then purified with column (eluent: DCM/EtOAc, 10/1 (v/v), wit... Reactants: ClC=1C=C(C=CC1OCC(=O)NN)C=1CCC(NN1)=O (6-[3-chloro-4-(hydrazinocarbonylmethoxy)phenyl]-4,5-dihydro-3(2H)-pyridazinone), 18a, C(C1=CC=C(C=C1)OC)=O (p-anisaldehyde). Run in CN(C=O)C (dimethylformamide). Run at time 8 hour. The product is ClC=1C=C(C=CC1OCC(NN=CC1=CC=C(C=C1)OC)=O)C=1CCC(NN1)=O (6-[3-Chloro-4-(4-methoxybenzylideneaminocarbamoylmethoxy)phenyl]-4,5-dihydro-3(2H)-pyridazinone). Yield: 91.6%. RXN SMILES: [Cl:1][C:2]1[CH:3]=[C:4]([C:14]2[CH2:15][CH2:16][C:17](=[O:20])[NH:18][N:19]=2)[CH:5]=[CH:6][C:7]=1[O:8][CH2:9][C:10]([NH:12][NH2:13])=[O:11].[CH:21](=O)[C:22]1[CH:27]=[CH:26][C:25]([O:28][CH3:29])=[CH:24][CH:23]=1>CN(C)C=O>[Cl:1][C:2]1[CH:3]=[C:4]([C:14]2[CH2:15][CH2:16][C:17](=[O:20])[NH:18][N:19]=2)[CH:5]=[CH:6][C:7]=1[O:8][CH2:9][C:10](=[O:11])[NH:12][N:13]=[CH:21][C:22]1[CH:27]=[CH:26][C:25]([O:28][CH3:29])=[CH:24][CH:23]=1. Procedure details: 1.00 g of 6-[3-chloro-4-(hydrazinocarbonylmethoxy)phenyl]-4,5-dihydro-3(2H)-pyridazinone (Compound No. 18a, prepared following the procedure described in Example 4) was dissolved in 55 ml of dimethylformamide, and 2.3 g of p-anisaldehyde were added, at room temperature, to the resulting solution. The mixture was then stirred at the same temperature for 8 hours. At the end of this time, the solvent was distilled off in vacuo and chloroform was added to the resulting residue. The resulting precipi...